Dataset: the Open Reaction Database (ORD), a public repository of structured organic reaction records. Task: describe an organic reaction: reactants, conditions, products, and yield The reactants are [Br-].[Al+3].[Br-].[Br-] (aluminum bromide), FC=1C=C(C=CC1C(C(CCCCCC)C)=O)OC ((+)-3-fluoro-4-(2-methyloctanoyl) anisole), ice water. The solvent is C1(=CC=CC=C1)C (toluene). Conditions: time 30 minute. Product: FC=1C=C(C=CC1C(C(CCCCCC)C)=O)O (3-fluoro-4-(2-methyloctanoyl) phenol). Yield: 101.9%. As a reaction SMILES: [F:1][C:2]1[CH:3]=[C:4]([O:18]C)[CH:5]=[CH:6][C:7]=1[C:8](=[O:17])[CH:9]([CH3:16])[CH2:10][CH2:11][CH2:12][CH2:13][CH2:14][CH3:15].[Br-].[Al+3].[Br-].[Br-]>C1(C)C=CC=CC=1>[F:1][C:2]1[CH:3]=[C:4]([OH:18])[CH:5]=[CH:6][C:7]=1[C:8](=[O:17])[CH:9]([CH3:16])[CH2:10][CH2:11][CH2:12][CH2:13][CH2:14][CH3:15] |f:1.2.3.4|. Procedure: Then, 0.57 g (2.14 mmol) of the above (+)-3-fluoro-4-(2-methyloctanoyl) anisole and 6 ml of dried toluene were placed in a flask, to which was added 1.78 g (6.67 mmol) of anhydrous aluminum bromide while cooling on ice water. The resulting mixture was stirred under the cooling on ice water for 30 minutes and at room temperature for 6.5 hours. The reaction mixture was poured into 30 ml of ice water and extracted with toluene. The organic layer was washed with water, dried on magnesium sulfate, fi... The reactants are BrCC1=CC(=NO1)C1=CC=CC=C1 (5-Bromomethyl-3-phenylisoxazole), P(OCC)(OCC)OCC (triethyl phosphite), C(C)Br (ethyl bromide). Product: C(C)OP(=O)(OCC)CC1=CC(=NO1)C1=CC=CC=C1 (5-diethylphosphonomethyl-3-phenylisoxazole). As a reaction SMILES: Br[CH2:2][C:3]1[O:7][N:6]=[C:5]([C:8]2[CH:13]=[CH:12][CH:11]=[CH:10][CH:9]=2)[CH:4]=1.[P:14]([O:21]CC)([O:18][CH2:19][CH3:20])[O:15][CH2:16][CH3:17].C(Br)C>>[CH2:16]([O:15][P:14]([CH2:2][C:3]1[O:7][N:6]=[C:5]([C:8]2[CH:13]=[CH:12][CH:11]=[CH:10][CH:9]=2)[CH:4]=1)([O:18][CH2:19][CH3:20])=[O:21])[CH3:17]. Procedure: 5-Bromomethyl-3-phenylisoxazole (7.14 g, 30 mmol) and triethyl phosphite (10.4 ml, 60 mmol) were heated at 150° C. until no more ethyl bromide distilled, then the temperature maintained for a further 1 h. The mixture was then distilled under reduced pressure to give 5-diethylphosphonomethyl-3-phenylisoxazole bp 190°-192° C. at 0.5 mm Hg (8.15 g, 27.6 mmol, 92%); νmax (film) 2980, 2900, 1605, 1580, 1465, 1440, 1410, 1250, 1160, 1020, 970, 770, 690, 670 cm-1 ; δH (CDCl3) 1.30 (6H, t, J 7 Hz, OCH2C... The reactants are [Si](C)(C)(C(C)(C)C)N1C=CC2=C(C=CC=C12)C1=NC=2N3[C@H](CNC2C=N1)COCC3 ((R)-2-(1-(tert-butyldimethylsilyl)-1H-indol-4-yl)-5,6,6a,7,9,10-hexahydro-[1,4]oxazino[3,4-h]pteridine), C([O-])([O-])=O.[Cs+].[Cs+] (cesium carbonate), C1(CCCCC1)P(C1=C(C=CC=C1)C1=C(C=C(C=C1C(C)C)C(C)C)C(C)C)C1CCCCC1 (dicyclohexyl(2′,4′,6′-triisopropylbiphenyl-2-yl)phosphine), BrC1=C2C=CN(C2=CC=C1)C(=O)OC(C)(C)C (tert-butyl 4-bromo-1H-indole-1-carboxylate). The reagents and catalysts are C(C)(=O)[O-].[Pd+2].C(C)(=O)[O-] (palladium(II)acetate). Run in O1CCOCC1 (dioxane). Product: N1C=CC2=C(C=CC=C12)C1=NC=2N3[C@H](CN(C2C=N1)C1=C2C=CN(C2=CC=C1)C(=O)OC(C)(C)C)COCC3 ((R)-tert-butyl 4-(2-(1H-indol-4-yl)-6a,7,9,10-tetrahydro-[1,4]oxazino[3,4-h]pteridin-5(6H)-yl)-1H-indole-1-carboxylate). RXN SMILES: [Si]([N:8]1[C:16]2[C:11](=[C:12]([C:17]3[N:26]=[CH:25][C:24]4[NH:23][CH2:22][C@@H:21]5[CH2:27][O:28][CH2:29][CH2:30][N:20]5[C:19]=4[N:18]=3)[CH:13]=[CH:14][CH:15]=2)[CH:10]=[CH:9]1)(C(C)(C)C)(C)C.C(=O)([O-])[O-].[Cs+].[Cs+].C1(P(C2CCCCC2)C2C=CC=CC=2C2C(C(C)C)=CC(C(C)C)=CC=2C(C)C)CCCCC1.Br[C:72]1[CH:80]=[CH:79][CH:78]=[C:77]2[C:73]=1[CH:74]=[CH:75][N:76]2[C:81]([O:83][C:84]([CH3:87])([CH3:86])[CH3:85])=[O:82]>O1CCOCC1.C([O-])(=O)C.[Pd+2].C([O-])(=O)C>[NH:8]1[C:16]2[C:11](=[C:12]([C:17]3[N:26]=[CH:25][C:24]4[N:23]([C:72]5[CH:80]=[CH:79][CH:78]=[C:77]6[C:73]=5[CH:74]=[CH:75][N:76]6[C:81]([O:83][C:84]([CH3:87])([CH3:86])[CH3:85])=[O:82])[CH2:22][C@@H:21]5[CH2:27][O:28][CH2:29][CH2:30][N:20]5[C:19]=4[N:18]=3)[CH:13]=[CH:14][CH:15]=2)[CH:10]=[CH:9]1 |f:1.2.3,7.8.9|. Procedure details: The title compound was prepared in a manner similar to EXAMPLE 181 using (R)-2-(1-(tert-butyldimethylsilyl)-1H-indol-4-yl)-5,6,6a,7,9,10-hexahydro-[1,4]oxazino[3,4-h]pteridine (PREPARATION x12, 60 mg, 0.142 mmol), cesium carbonate (93 mg, 0.285 mmol), palladium(II)acetate (1.59 mg, 0.007 mmol), dicyclohexyl(2′,4′,6′-triisopropylbiphenyl-2-yl)phosphine (10.2 mg, 0.021 mmol), and tert-butyl 4-bromo-1H-indole-1-carboxylate (126 mg, 0.427 mmol) in dioxane 2 mL (8 mg, 12%). ESI-MS m/z [M+H]+ calc'd f... Starting materials: COC=1C=CC(=CC1)C=O (anisaldehyde), C(C)(=O)O[C@H]1[C@@H](CCCC1)C1=C(C(=C(C=C1OC)OC)C(C)=O)O (trans-2-(3-acetyl-4,6,-dimethoxy-2-hydroxyphenyl)cyclohexyl acetate), C(C)(=O)OCC.C(Cl)(Cl)Cl (ethyl acetate chloroform), [OH-].[Na+] (sodium hydroxide). Solvent: CO (methanol). Conditions: time 15 minute. Yields the product C(C)(=O)C=1C(=C(C(=CC1OC)OC)[C@H]1[C@@H](CCCC1)O)O (trans-2-(3-Acetyl-4,6-dimethoxy-2-hydroxyphenyl)cyclohexanol). Isolated yield 8.0%. RXN SMILES: C([O:4][C@@H:5]1[CH2:10][CH2:9][CH2:8][CH2:7][C@H:6]1[C:11]1[C:16]([O:17][CH3:18])=[CH:15][C:14]([O:19][CH3:20])=[C:13]([C:21](=[O:23])[CH3:22])[C:12]=1[OH:24])(=O)C.[OH-].[Na+].C(OCC)(=O)C.C(Cl)(Cl)Cl.COC1C=CC(C=O)=CC=1>CO>[C:21]([C:13]1[C:12]([OH:24])=[C:11]([C@@H:6]2[CH2:7][CH2:8][CH2:9][CH2:10][C@H:5]2[OH:4])[C:16]([O:17][CH3:18])=[CH:15][C:14]=1[O:19][CH3:20])(=[O:23])[CH3:22] |f:1.2,3.4|. Reported procedure: To a suspension of trans-2-(3-acetyl-4,6,-dimethoxy-2-hydroxyphenyl)cyclohexyl acetate (IV; 43 g; 0.128 mol) in methanol (460 ml) was added a solution of sodium hydroxide (20%; 154 ml) using the addition funnel and allowed to stir at room temperature for 15 min. The reaction mixture was then heated to 60° C. and the progress of the reaction monitored by TLC (tlc system 10% ethyl acetate-chloroform; anisaldehyde spray; pdt. Rf value 0.3). Complete consumption of the starting material was seen aft...